Dataset: the Open Reaction Database (ORD), a public repository of structured organic reaction records. Task: describe an organic reaction: reactants, conditions, products, and yield Reactants: C1NCC2=CC=CC=C12 (Isoindoline), N(=C=O)C1=CC=C(C(=O)OC)C=C1 (methyl 4-isocyanatobenzoate). Run in O1CCCC1 (tetrahydrofuran). Reaction conditions: temperature 0 celsius, time 8 hour. Product: C1N(CC2=CC=CC=C12)C(=O)NC1=CC=C(C(=O)OC)C=C1 (Methyl 4-(isoindoline-2-carboxamido)benzoate). RXN SMILES: [CH2:1]1[C:9]2[C:4](=[CH:5][CH:6]=[CH:7][CH:8]=2)[CH2:3][NH:2]1.[N:10]([C:13]1[CH:22]=[CH:21][C:16]([C:17]([O:19][CH3:20])=[O:18])=[CH:15][CH:14]=1)=[C:11]=[O:12]>O1CCCC1>[CH2:1]1[C:9]2[C:4](=[CH:5][CH:6]=[CH:7][CH:8]=2)[CH2:3][N:2]1[C:11]([NH:10][C:13]1[CH:22]=[CH:21][C:16]([C:17]([O:19][CH3:20])=[O:18])=[CH:15][CH:14]=1)=[O:12]. Procedure: Isoindoline (1.693 ml, 14.47 mmol) was dissolved in tetrahydrofuran (20 ml) and cooled to 0° C.; and methyl 4-isocyanatobenzoate (2.18 g, 12.06 mmol) was added by syringe and the resulting mixture was warmed to ambient temperature, and then stirred overnight. The solution was concentrated to a slurry, diluted with ether, and filtered to provide the title compound. Reactants: BrB(Br)Br, O=C([O-])O, COc1ccccc1C1CC(=O)c2c(C)ccnc2C1, ClCCl, [Na+]. Yields the product Cc1ccnc2c1C(=O)CC(c1ccccc1O)C2. Reaction SMILES: [B:1]([Br:2])([Br:3])[Br:4].[C:25](=[O:26])([O-:27])[OH:28].[CH3:5][O:6][c:7]1[c:8]([CH:13]2[CH2:14][C:15](=[O:24])[c:16]3[c:17]([CH3:23])[cH:18][cH:19][n:20][c:21]3[CH2:22]2)[cH:9][cH:10][cH:11][cH:12]1.[Cl:30][CH2:31][Cl:32].[Na+:29]>>[OH:6][c:7]1[c:8]([CH:13]2[CH2:14][C:15](=[O:24])[c:16]3[c:17]([CH3:23])[cH:18][cH:19][n:20][c:21]3[CH2:22]2)[cH:9][cH:10][cH:11][cH:12]1. Product: Cn1c(SCCCCl)nnc1-c1cccnc1. Reaction SMILES: [Br:14][CH2:15][CH2:16][CH2:17][Cl:18].[CH3:19][C:20](=[O:21])[OH:22].[CH3:1][n:2]1[c:3](=[S:13])[nH:4][n:5][c:6]1-[c:7]1[cH:8][n:9][cH:10][cH:11][cH:12]1.[CH3:23][CH2:24][OH:25]>>[CH3:1][n:2]1[c:3]([S:13][CH2:15][CH2:16][CH2:17][Cl:18])[n:4][n:5][c:6]1-[c:7]1[cH:8][n:9][cH:10][cH:11][cH:12]1. Starting materials: ClCCCBr, CC(=O)O, Cn1c(-c2cccnc2)n[nH]c1=S, CCO.